Dataset: the Open Reaction Database (ORD), a public repository of structured organic reaction records. Task: describe an organic reaction: reactants, conditions, products, and yield Procedure: Furfuryl alcohol (196 parts, 2 moles) and 132 parts (1 mole) of ddimethyl malonate are mixed, and 0.5 -0.75 percent of sodium metal added. The mixture is heated to a temperature in the range from 101°-115° C. under a nitrogen atmosphere. Methanol is evolved and removed as the reaction progressed. After a period of four hours, a waxy solid is obtained. The liquid product obtained after washing with water is difurfuryl malonate. Reactants: C(C1=CC=CO1)O (Furfuryl alcohol), C(CC(=O)[O-])(=O)[O-] (malonate), [Na] (sodium). Reaction SMILES: [CH2:1]([OH:7])[C:2]1[O:6][CH:5]=[CH:4][CH:3]=1.[C:8]([O-:14])(=O)[CH2:9][C:10]([O-:12])=[O:11].[Na]>CO>[C:10]([O:12][CH2:1][C:2]1[O:6][CH:5]=[CH:4][CH:3]=1)(=[O:11])[CH2:9][C:8]([O:7][CH2:1][C:2]1[O:6][CH:5]=[CH:4][CH:3]=1)=[O:14] |^1:14|. The product is C(CC(=O)OCC1=CC=CO1)(=O)OCC1=CC=CO1 (DIFURFURYL MALONATE). Run at time 4 hour. Run in CO (Methanol). The reactants are C1(=CC=CC=C1)C(=N)CC=O ((phenyl)formimidoylacetaldehyde), NC1=NNC=N1 (3-amino-1,2,4-triazole), C(C)(=O)O (acetic acid). Yields the product C1(=CC=CC=C1)C=1C=NC=2N(C1)N=CN2 (6-(Phenyl)-1,2,4-triazolo[1,5-a]pyrimidine). Reaction SMILES: [C:1]1([C:7]([CH2:9]C=O)=N)[CH:6]=[CH:5][CH:4]=[CH:3][CH:2]=1.[NH2:12][C:13]1[N:17]=[CH:16][NH:15][N:14]=1.[C:18](O)(=O)C>>[C:1]1([C:7]2[CH:9]=[N:12][C:13]3[N:14]([N:15]=[CH:16][N:17]=3)[CH:18]=2)[CH:2]=[CH:3][CH:4]=[CH:5][CH:6]=1. Procedure details: An equimolar mixture of (phenyl)formimidoylacetaldehyde and 3-amino-1,2,4-triazole in glacial acetic acid (5 ml. acetic acid to 0.01 mole of reagents) is refluxed for 2 hours and allowed to cool to room temperature. The solid which separates is collected, washed with glacial acetic acid and dried. The solid is recrystallized from glacial acetic acid to give the product, m.p. 164°-167° C. The reactants are OCCN1N=C(N=C1)C=1C=NC=CC1 (1-(2-Hydroxyethyl)-3-(3-pyridinyl)-1H-1,2,4-triazole), O=O (oxygen), 3R, 4R, 6R, 8R, 9R, 10R, 12S, 15R, C(C)C1OC(C(C(C(C(C(CC(C(C(C2C1(OC(C2SCCN2N=C(N=C2)C=2C=NC=CC2)=O)C)C)=O)C)(C)OC)O[C@H]2[C@H](O)[C@H](C[C@H](O2)C)N(C)C)C)=O)(C)F)=O (15-Ethyl-12-fluorooctahydro-8-methoxy-4,6,8,10,12,15a-hexamethyl-3-[[2-[3-(3-pyridinyl)-1H-1,2,4-triazole-1-yl]ethyl]thio]-9-[[3,4,6-trideoxy-3-(dimethylamino)-β-D-xylo-hexopyranosyl]oxy]-2H-furo [2,3-c] oxacyclotetradecin-2,5,11,13 (3H,6H,12H)-tetrone). Yields the product N1=CC(=CC=C1)C1=NNC=N1 (3-(3-Pyridinyl)-1,2,4-triazole). As a reaction SMILES: C(C1C2(C)OC(=O)C(SCC[N:23]3[CH:27]=[N:26][C:25]([C:28]4[CH:29]=[N:30][CH:31]=[CH:32][CH:33]=4)=[N:24]3)C2C(C)C(=O)C(C)CC(OC)(C)C(O[C@@H]2O[C@H](C)C[C@H](N(C)C)[C@H]2O)C(C)C(=O)C(F)(C)C(=O)O1)C.O=O.OCCN1C=NC(C2C=NC=CC=2)=N1>>[N:30]1[CH:31]=[CH:32][CH:33]=[C:28]([C:25]2[N:26]=[CH:27][NH:23][N:24]=2)[CH:29]=1. Procedure: Preparation of (3R or S, 3aR, 4R or S, 6R, 8R, 9R, 10R, 12S, 15R, 15aS)-15-Ethyl-12-fluorooctahydro-8-methoxy-4,6,8,10,12,15a-hexamethyl-3-[[2-[3-(3-pyridinyl)-1H-1,2,4-triazole-1-yl]ethyl]thio]-9-[[3,4,6-trideoxy-3-(dimethylamino)-β-D-xylo-hexopyranosyl]oxy]-2H-furo [2,3-c] oxacyclotetradecin-2,5,11,13 (3H,6H,12H)-tetrone (I-12), compound of formula I where R1 is [2-[3-(3-pyridinyl)-1H-1,2,4-triazol-1-yl]ethyl]thio, R2 is fluoro, R3 is methyl and Z is oxygen. A] 3-(3-Pyridinyl)-1,2,4-triazole w... Reactants: C(C(C)C)OC1=C(C(=O)O)C=CN=C1 (3-isobutoxyisonicotinic acid), C(C(=O)Cl)(=O)Cl (oxalyl chloride), Cl.CNOC (N,O-dimethylhydroxyl-amine hydrochloride), N1=CC=CC=C1 (pyridine). Solvent: ClCCl (dichloromethane). Run at time 1 hour. Yields the product C(C(C)C)OC1=C(C(=O)N(C)OC)C=CN=C1 (3-isobutoxy-N-methoxy-N-methylisonicotinamide). As a reaction SMILES: [CH2:1]([O:5][C:6]1[CH:14]=[N:13][CH:12]=[CH:11][C:7]=1[C:8]([OH:10])=O)[CH:2]([CH3:4])[CH3:3].C(Cl)(=O)C(Cl)=O.Cl.[CH3:22][NH:23][O:24][CH3:25].N1C=CC=CC=1>ClCCl>[CH2:1]([O:5][C:6]1[CH:14]=[N:13][CH:12]=[CH:11][C:7]=1[C:8]([N:23]([O:24][CH3:25])[CH3:22])=[O:10])[CH:2]([CH3:3])[CH3:4] |f:2.3|. Procedure: A mixture of 3-isobutoxyisonicotinic acid (2.2 g, 11.2 mmol) and oxalyl chloride (7 g, 55 mmol) in 25 mL of dichloromethane was stirred at room temperature for 1 h. The resulting solution was concentrated down under reduced pressure and the residue was re-dissolved in 50 mL of dichloromethane. To this solution were added N,O-dimethylhydroxyl-amine hydrochloride (4.5 g, 46.4 mmol) and pyridine (5 mL) at 0° C. The reaction was allowed to warm up to room temperature over 30 min period, and quenched... Procedure details: 0.138 g (1 mmole) of 1,2-dimethoxybenzene (veratrol) were reacted with 0.223 g (1 mmole) of bromomethyl octylether in 5 ml 1,2-dichloroethane in the presence of 0.12 ml (1 mmole) SnCl4 at room temperature for 1 hour. After washing with HCl and water, followed by drying on Na2SO4 the product was isolated by the evaporation of the solvent. The product (0.275 g) corresponds by mp., NMR and analysis to cyclotriveratrylene (A. J. Lindsey. J. Chem. Soc. 1685 (1965) obtained by trimerization of 3-chlor... Reaction SMILES: COC1C=CC=CC=1[O:9][CH3:10].Br[CH2:12][O:13][CH2:14][CH2:15][CH2:16][CH2:17][CH2:18][CH2:19][CH2:20]C.[Cl:22][Sn](Cl)(Cl)Cl.COC1C=C2C(CC3C(CC4C(C2)=CC(OC)=C(OC)C=4)=CC(OC)=C(OC)C=3)=CC=1OC>ClCCCl>[Cl:22][CH2:20][C:19]1[C:14]([O:13][CH3:12])=[C:15]([O:9][CH3:10])[CH:16]=[CH:17][CH:18]=1. Run in ClCCCl (1,2-dichloroethane). Starting materials: product, COC1=C(C=C2CC3=CC(=C(C=C3CC4=CC(=C(C=C4CC2=C1)OC)OC)OC)OC)OC (cyclotriveratrylene), COC1=C(C=CC=C1)OC (1,2-dimethoxybenzene), BrCOCCCCCCCC (bromomethyl octylether), Cl[Sn](Cl)(Cl)Cl (SnCl4). The product is ClCC=1C(=C(C=CC1)OC)OC (3-chloromethyl-1,2-dimethoxybenzene).